This data is from the Open Reaction Database (ORD), a public repository of structured organic reaction records. The task is: describe an organic reaction: reactants, conditions, products, and yield Reactants: C(C1=CC=CC=C1)(=O)OC1CC=2CCC(NC2CC1)=O (6-benzoyloxy-3,4,5,6,7,8-hexahydro-2(1H)-quinolinone), C(C1=CC=CC=C1)(=O)OC1CC2CCC(NC2=CC1)=O (6-benzoyloxy-3,4,4a,5,6,7-hexahydro-2(1H)-quinolinone), C(CC)I (n-propyl iodide), [H-].[Na+] (sodium hydride). Yields the product C(CC)N1C(CCC=2CC(CCC12)OC(C1=CC=CC=C1)=O)=O (1-n-propyl-6-benzoyloxy-3,4,5,6,7,8-hexahydro-2-(1H)-quinolinone). RXN SMILES: [C:1]([O:9][CH:10]1[CH2:19][CH2:18][C:17]2[NH:16][C:15](=[O:20])[CH2:14][CH2:13][C:12]=2[CH2:11]1)(=[O:8])[C:2]1[CH:7]=[CH:6][CH:5]=[CH:4][CH:3]=1.[C:21](OC1CC=C2C(CCC(=O)N2)C1)(=O)[C:22]1C=CC=C[CH:23]=1.C(I)CC.[H-].[Na+]>>[CH2:21]([N:16]1[C:17]2[CH2:18][CH2:19][CH:10]([O:9][C:1](=[O:8])[C:2]3[CH:3]=[CH:4][CH:5]=[CH:6][CH:7]=3)[CH2:11][C:12]=2[CH2:13][CH2:14][C:15]1=[O:20])[CH2:22][CH3:23] |f:3.4|. Reported procedure: Following the above procedure, 59 g. of a mixture of 6-benzoyloxy-3,4,5,6,7,8-hexahydro-2(1H)-quinolinone and 6-benzoyloxy-3,4,4a,5,6,7-hexahydro-2(1H)-quinolinone were reacted with n-propyl iodide in the presence of sodium hydride to yield 1-n-propyl-6-benzoyloxy-3,4,5,6,7,8-hexahydro-2-(1H)-quinolinone and the corresponding 3,4,4a,5,6,7-hexahydro isomer. The compounds were purified by chromatography over florisil using an ether-chloroform solvent mixture as the eluant. Also following the above... Starting materials: yellow cake, C(C1=CN=CC=C1)(=O)O (Nicotinic acid), polyphosphoric acid, [NH4+].[OH-] (NH4OH), NNC(=S)N (thiosemicarbazide). Run in O (Water). Run at temperature 90 celsius, time 5 minute. Yields the product N1=CC(=CC=C1)C1=NN=C(S1)N (5-pyridin-3-yl-[1,3,4]thiadiazol-2-ylamine). Isolated yield 50.7%. Reaction SMILES: [C:1](O)(=O)[C:2]1[CH:7]=[CH:6][CH:5]=[N:4][CH:3]=1.[NH2:10][NH:11][C:12]([NH2:14])=[S:13].[NH4+].[OH-]>O>[N:4]1[CH:5]=[CH:6][CH:7]=[C:2]([C:1]2[S:13][C:12]([NH2:14])=[N:11][N:10]=2)[CH:3]=1 |f:2.3|. Reported procedure: 5-pyridin-3-yl-[1,3,4]thiadiazol-2-ylamine was prepared as described by Turner et al. J. Med. Chem. 1988, 31, 898. Nicotinic acid (30 g, 0.24 mol) was added in portions to polyphosphoric acid (60 mL) under mechanical stirring. After stirring for 5 minutes, thiosemicarbazide (22.2 g, 0.24 mol) was added in portions. The reaction mixture was heated to 90° C. for 6 hours, cooled to room temperature over 14 hours, and re-heated to 40° C. to melt the solid yellow cake. Water was added (50 mL) dropwis... The reactants are COc1ccc(CCBr)cc1, O=[N+]([O-])O, O=C(O)C(F)(F)F. The product is COc1ccc(CCBr)cc1[N+](=O)[O-]. As a reaction SMILES: [CH3:1][O:2][c:3]1[cH:4][cH:5][c:6]([CH2:7][CH2:8][Br:9])[cH:10][cH:11]1.[OH:12][N+:13]([O-:14])=[O:15].[OH:16][C:17]([C:18]([F:19])([F:20])[F:21])=[O:22]>>[CH3:1][O:2][c:3]1[c:4]([N+:13](=[O:12])[O-:14])[cH:5][c:6]([CH2:7][CH2:8][Br:9])[cH:10][cH:11]1. Starting materials: O=[N+]([O-])c1ccc2c(C3CCNCC3)c[nH]c2c1, c1cc(OCC2CO2)c2cc[nH]c2c1. Product: O=[N+]([O-])c1ccc2c(C3CCN(CC(O)COc4cccc5[nH]ccc45)CC3)c[nH]c2c1. Reaction SMILES: [N+:1](=[O:2])([O-:3])[c:4]1[cH:5][cH:6][c:7]2[c:8]([CH:13]3[CH2:14][CH2:15][NH:16][CH2:17][CH2:18]3)[cH:9][nH:10][c:11]2[cH:12]1.[O:19]1[CH:20]([CH2:22][O:23][c:24]2[c:25]3[cH:26][cH:27][nH:28][c:29]3[cH:30][cH:31][cH:32]2)[CH2:21]1>>[N+:1](=[O:2])([O-:3])[c:4]1[cH:5][cH:6][c:7]2[c:8]([CH:13]3[CH2:14][CH2:15][N:16]([CH2:21][CH:20]([OH:19])[CH2:22][O:23][c:24]4[c:25]5[cH:26][cH:27][nH:28][c:29]5[cH:30][cH:31][cH:32]4)[CH2:17][CH2:18]3)[cH:9][nH:10][c:11]2[cH:12]1. Reactants: N[C@@H](CC1=CC=CC=C1)C(=O)O (racemic phenylalanine), C(C1=CC=CC=C1)Cl (benzyl chloride). Run in CS(=O)C (dimethylsulfoxide). The product is Cl.N[C@@H](CC1=CC=CC=C1)C(=O)OCC1=CC=CC=C1 (benzyl phenylalaninate hydrochloride). RXN SMILES: [NH2:1][C@H:2]([C:10]([OH:12])=[O:11])[CH2:3][C:4]1[CH:9]=[CH:8][CH:7]=[CH:6][CH:5]=1.[CH2:13]([Cl:20])[C:14]1[CH:19]=[CH:18][CH:17]=[CH:16][CH:15]=1>CS(C)=O>[ClH:20].[NH2:1][C@H:2]([C:10]([O:12][CH2:13][C:14]1[CH:19]=[CH:18][CH:17]=[CH:16][CH:15]=1)=[O:11])[CH2:3][C:4]1[CH:9]=[CH:8][CH:7]=[CH:6][CH:5]=1 |f:3.4|. Reported procedure: A mixture of 1.65 g. (10 mmole) of racemic phenylalanine and 1.27 g. (10 mmole) of benzyl chloride in 10 ml. dimethylsulfoxide is stirred at 60° C. for 7 hours and then allowed to cool. Dimethylsulfoxide is removed by stirring four times with 25 ml. ethyl ether and then decanting off the ethyl ether. The residue is stirred with 25 ml. hot ethanol, filtered from some insoluble solid and the filtrate diluted with 100 ml. ethyl ether to precipitate the ester hydrochloride. After filtering and dryin... Reactants: CC(=O)O[BH-](OC(C)=O)OC(C)=O, COc1ccc2occ(CC(C)=O)c2c1, CC(=O)O, Clc1cc(N2CCNCC2)c2ncccc2c1, ClCCCl, [Na+]. Yields the product COc1ccc2occ(CC(C)N3CCN(c4cc(Cl)cc5cccnc45)CC3)c2c1. RXN SMILES: [C:33]([O:34][BH-:35]([O:36][C:37](=[O:38])[CH3:39])[O:40][C:41](=[O:42])[CH3:43])(=[O:44])[CH3:45].[CH3:1][O:2][c:3]1[cH:4][cH:5][c:6]2[c:7]([c:8]([CH2:11][C:12](=[O:13])[CH3:14])[cH:9][o:10]2)[cH:15]1.[CH3:51][C:52](=[O:53])[OH:54].[Cl:16][c:17]1[cH:18][c:19]2[cH:20][cH:21][cH:22][n:23][c:24]2[c:25]([N:27]2[CH2:28][CH2:29][NH:30][CH2:31][CH2:32]2)[cH:26]1.[Cl:47][CH2:48][CH2:49][Cl:50].[Na+:46]>>[CH3:1][O:2][c:3]1[cH:4][cH:5][c:6]2[c:7]([c:8]([CH2:11][CH:12]([CH3:14])[N:30]3[CH2:29][CH2:28][N:27]([c:25]4[c:24]5[c:19]([cH:18][c:17]([Cl:16])[cH:26]4)[cH:20][cH:21][cH:22][n:23]5)[CH2:32][CH2:31]3)[cH:9][o:10]2)[cH:15]1. The reactants are oxalate salt, C(#N)[BH3-].[Na+] (sodium cyanoborohydride), ClC1=C(C=CC=C1)C1(CCC1)C1NCCC2=CC(=C(C=C12)OC)C (1-[1-(2-chlorophenyl)cyclobutyl]-7-methoxy-6-methyl-1,2,3,4-tetrahydroisoquinoline), C=O (formaldehyde). The solvent is CO (methanol). Reaction conditions: temperature 10 celsius, time 10 minute. The product is ClC1=C(C=CC=C1)C1(CCC1)C1N(CCC2=CC(=C(C=C12)OC)C)C (1-[1-(2-chlorophenyl)cyclobutyl]-7-methoxy-2,6-dimethyl-1,2,3,4-tetrahydroisoquinoline). The yield is 71.7%. As a reaction SMILES: [Cl:1][C:2]1[CH:7]=[CH:6][CH:5]=[CH:4][C:3]=1[C:8]1([CH:12]2[C:21]3[C:16](=[CH:17][C:18]([CH3:24])=[C:19]([O:22][CH3:23])[CH:20]=3)[CH2:15][CH2:14][NH:13]2)[CH2:11][CH2:10][CH2:9]1.C=O.[C:27]([BH3-])#N.[Na+]>CO>[Cl:1][C:2]1[CH:7]=[CH:6][CH:5]=[CH:4][C:3]=1[C:8]1([CH:12]2[C:21]3[C:16](=[CH:17][C:18]([CH3:24])=[C:19]([O:22][CH3:23])[CH:20]=3)[CH2:15][CH2:14][N:13]2[CH3:27])[CH2:11][CH2:10][CH2:9]1 |f:2.3|. Procedure details: A mixture of the oxalate salt of 1-[1-(2-chlorophenyl)cyclobutyl]-7-methoxy-6-methyl-1,2,3,4-tetrahydroisoquinoline (4.42 g prepared as described in Example RC12), methanol (87 ml) and 37-40% aqueous formaldehyde solution (5.1 ml) was cooled to 10° C. and sodium cyanoborohydride (2.64 g) was added. After 10 minutes the mixture was allowed to warm to ambient temperature and was stirred for 24 hours. The reaction mixture was concentrated and the residue partitioned between ethyl acetate and dilute... Starting materials: [OH-].[K+] (potassium hydroxide), SC1=CC=C(C=C1)O (4-mercaptophenol), C(C)I (ethyl iodide). Run in C(C)O (ethanol), C(C)O (ethanol). Yields the product C(C)SC1=CC=C(C=C1)O (4-(Ethylthio)phenol). RXN SMILES: [SH:1][C:2]1[CH:7]=[CH:6][C:5]([OH:8])=[CH:4][CH:3]=1.[OH-].[K+].[CH2:11](I)[CH3:12]>C(O)C>[CH2:11]([S:1][C:2]1[CH:7]=[CH:6][C:5]([OH:8])=[CH:4][CH:3]=1)[CH3:12] |f:1.2|. Procedure details: 4-(Ethylthio)phenol was prepared as follows. Sixty grams of 4-mercaptophenol were dissolved in 50 milliliters of ethanol. To the solution was added 27 grams of potassium hydroxide dissolved in 150 milliliters of ethanol. Seventy-four grams of ethyl iodide were added at 20° C. to 32° C. over a thirty minute period. The flask contents were stripped to remove the solvent. Benzene was added and the reaction product was water washed. The reaction product was stripped to remove a trace of the 4-mercap...